This data is from the Open Reaction Database (ORD), a public repository of structured organic reaction records. The task is: describe an organic reaction: reactants, conditions, products, and yield Reactants: SiO2, COC(COC1=C2CCCC2=C(C=C1)S)=O ((7-Mercapto-indan-4-yloxy)-acetic acid methyl ester), ClCCCC(=O)C1=CC=C(C=C1)Cl (4-chloro-1-(4-chloro-phenyl)-butan-1-one), C([O-])([O-])=O.[Cs+].[Cs+] (cesium carbonate), CCOCC (Et2O). Solvent: C(C)#N (acetonitrile). The product is COC(COC1=C2CCCC2=C(C=C1)SCCCC(=O)C1=CC=C(C=C1)Cl)=O ({7-[4-(4-Chloro-phenyl)-4-oxo-butylsulfanyl]-indan-4-yloxy}-acetic acid methyl ester). As a reaction SMILES: [CH3:1][O:2][C:3](=[O:16])[CH2:4][O:5][C:6]1[CH:14]=[CH:13][C:12]([SH:15])=[C:11]2[C:7]=1[CH2:8][CH2:9][CH2:10]2.Cl[CH2:18][CH2:19][CH2:20][C:21]([C:23]1[CH:28]=[CH:27][C:26]([Cl:29])=[CH:25][CH:24]=1)=[O:22].C(=O)([O-])[O-].[Cs+].[Cs+].CCOCC>C(#N)C>[CH3:1][O:2][C:3](=[O:16])[CH2:4][O:5][C:6]1[CH:14]=[CH:13][C:12]([S:15][CH2:18][CH2:19][CH2:20][C:21]([C:23]2[CH:24]=[CH:25][C:26]([Cl:29])=[CH:27][CH:28]=2)=[O:22])=[C:11]2[C:7]=1[CH2:8][CH2:9][CH2:10]2 |f:2.3.4|. Reported procedure: Compound 1D (300 mg, 1.26 mmol), 4-chloro-1-(4-chloro-phenyl)-butan-1-one (327 mg, 1.51 mmol), and cesium carbonate (616 mg, 1.89 mmol) in 10 ml anhydrous acetonitrile were stirred at ambient temperature for 72 hours. The reaction was then run through 0.5 g SiO2 eluting with Et2O. The eluant was collected and concentrated to give the title compound, pure enough for subsequent use. MS m/z 419 (M+1).